Dataset: the Open Reaction Database (ORD), a public repository of structured organic reaction records. Task: describe an organic reaction: reactants, conditions, products, and yield Starting materials: C(=O)([O-])[O-].[Na+].[Na+] (Na2CO3), Pd[P(Ph)3]4, FC1=CC=C(C=C1)B(O)O (p-fluorobenzeneboronic acid), N1(CCOCC1)C(=O)N.BrC=1C=NC=C(C(=O)O)C1 (5-bromonicotinic acid morpholinamide). Solvent: O (water), C1CCOC1 (THF). Conditions: temperature 65 celsius, time 16 hour. The product is N1(CCOCC1)C(=O)N.FC1=CC=C(C=C1)C=1C=C(C=NC1)C(=O)O (5-(4-fluorophenyl)pyridine-3-carboxylic acid morpholinamide). The yield is 93.0%. Reaction SMILES: [F:1][C:2]1[CH:7]=[CH:6][C:5](B(O)O)=[CH:4][CH:3]=1.[N:11]1([C:17]([NH2:19])=[O:18])[CH2:16][CH2:15][O:14][CH2:13][CH2:12]1.Br[C:21]1[CH:22]=[N:23][CH:24]=[C:25]([CH:29]=1)[C:26]([OH:28])=[O:27].C([O-])([O-])=O.[Na+].[Na+]>C1COCC1.O>[N:11]1([C:17]([NH2:19])=[O:18])[CH2:16][CH2:15][O:14][CH2:13][CH2:12]1.[F:1][C:2]1[CH:7]=[CH:6][C:5]([C:21]2[CH:29]=[C:25]([C:26]([OH:28])=[O:27])[CH:24]=[N:23][CH:22]=2)=[CH:4][CH:3]=1 |f:1.2,3.4.5,8.9|. Procedure: 1.2 g of Pd[P(Ph)3]4 and 7.6 g of p-fluorobenzeneboronic acid are added to a solution of 14.3 g of 5-bromonicotinic acid morpholinamide in 100 g of THF. A solution of 8.0 g of Na2CO3 in 25 g of water is subsequently added dropwise with stirring at 65° C. After 16 hours, the reaction mixture is cooled and evaporated in a rotary evaporator. The residue is taken up in dichloromethane, activated carbon is added, and the mixture is filtered. Repeated extraction of the filtrate with water and evaporat... Conditions: temperature 4 celsius, time 2 hour. Yield: 15.1%. The product is C(C)(C)OC(=O)C=1N=CC=2NC3=CC=C4C(=C3C2C1CC)SC(=N4)C (10-Ethyl-2-methyl-thiazolo[5,4-g]-β-carboline-9-carboxylic acid isopropyl ester). Starting materials: C(C)(C)OC(=O)C=1N=CC=2NC3=CC=C(C=C3C2C1CC)NC(C)=S (4-ethyl-6-thioacetylamino-β-carboline-3-carboxylic acid isopropyl ester), [OH-].[Na+] (NaOH), K3Fe(CN)6. The solvent is N1=CC=CC=C1 (pyridine), O (water), C(C)(=O)OCC (ethyl acetate). Procedure details: 450 mg of K3Fe(CN)6 is dissolved in 1.8 ml of water, mixed with 1.4 ml of 1N NaOH and cooled to 4° C. 200 mg of 4-ethyl-6-thioacetylamino-β-carboline-3-carboxylic acid isopropyl ester in 4 ml of pyridine is added in drops to this solution and stirred for another 2 hours at this temperature. The reaction mixture is taken up in ethyl acetate, washed with water, dried and concentrated by evaporation. The residue is chromatographed on silica gel with toluene+ethanol=95+5. The desired fractions are c... RXN SMILES: [OH-].[Na+].[CH:3]([O:6][C:7]([C:9]1[N:10]=[CH:11][C:12]2[NH:13][C:14]3[C:19]([C:20]=2[C:21]=1[CH2:22][CH3:23])=[CH:18][C:17]([NH:24][C:25](=[S:27])[CH3:26])=[CH:16][CH:15]=3)=[O:8])([CH3:5])[CH3:4]>O.N1C=CC=CC=1.C(OCC)(=O)C>[CH:3]([O:6][C:7]([C:9]1[N:10]=[CH:11][C:12]2[NH:13][C:14]3[C:19]([C:20]=2[C:21]=1[CH2:22][CH3:23])=[C:18]1[S:27][C:25]([CH3:26])=[N:24][C:17]1=[CH:16][CH:15]=3)=[O:8])([CH3:5])[CH3:4] |f:0.1|.